From a dataset of the Open Reaction Database (ORD), a public repository of structured organic reaction records. describe an organic reaction: reactants, conditions, products, and yield The reactants are CCC1=C[C@@H]2C[C@@](C3=C(C=4C=C(C=CC4N3)Cl)CCN(C2)C1)(C=5C=C6C(=CC5OC)N([C@@H]7[C@]68CCN9[C@H]8[C@@](C=CC9)([C@H]([C@@]7(C(=O)OC)O)OC(=O)C)CC)C)C(=O)OC (10′-chloroanhydrovinblastine), [BH4-].[Na+] (NaBH4), Cl (HCl), C(F)(F)(F)CO (CF3CH2OH). The reagents and catalysts are O.O.O.O.O.O.C(C(=O)[O-])(=O)[O-].[Fe+3].C(C(=O)[O-])(=O)[O-].C(C(=O)[O-])(=O)[O-].[Fe+3] (iron(III) oxalate hexahydrate). The solvent is CCOC(=O)C (EtOAc), CO (MeOH), CCN(CC)CC (Et3N), O (H2O), O (H2O), O (H2O). Run at temperature 0 celsius, time 30 minute. The product is CC[C@@]1(C[C@@H]2C[C@@](C3=C(C=4C=C(C=CC4N3)Cl)CCN(C2)C1)(C=5C=C6C(=CC5OC)N([C@@H]7[C@]68CCN9[C@H]8[C@@](C=CC9)([C@H]([C@@]7(C(=O)OC)O)OC(=O)C)CC)C)C(=O)OC)O (10′-chlorovinblastine). Isolated yield 42.0%. As a reaction SMILES: [CH3:1][CH2:2][C:3]1[CH2:22][N:20]2[CH2:21][C@@H:5]([CH2:6][C@:7]([C:56]([O:58][CH3:59])=[O:57])([C:23]3[CH:24]=[C:25]4[C@:33]56[C@@H:37]7[C@:38]([CH2:53][CH3:54])([C@@H:42]([O:49][C:50]([CH3:52])=[O:51])[C@:43]([OH:48])([C:44]([O:46][CH3:47])=[O:45])[C@@H:32]5[N:31]([CH3:55])[C:26]4=[CH:27][C:28]=3[O:29][CH3:30])[CH:39]=[CH:40][CH2:41][N:36]7[CH2:35][CH2:34]6)[C:8]3[NH:16][C:15]4[CH:14]=[CH:13][C:12]([Cl:17])=[CH:11][C:10]=4[C:9]=3[CH2:18][CH2:19]2)[CH:4]=1.Cl.C(C[OH:66])(F)(F)F.[BH4-].[Na+]>O.O.O.O.O.O.O.C([O-])(=O)C([O-])=O.[Fe+3].C([O-])(=O)C([O-])=O.C([O-])(=O)C([O-])=O.[Fe+3].CCOC(C)=O.CO.CCN(CC)CC>[CH3:1][CH2:2][C@@:3]1([OH:66])[CH2:22][N:20]2[CH2:21][C@@H:5]([CH2:6][C@:7]([C:56]([O:58][CH3:59])=[O:57])([C:23]3[CH:24]=[C:25]4[C@:33]56[C@@H:37]7[C@:38]([CH2:53][CH3:54])([C@@H:42]([O:49][C:50]([CH3:52])=[O:51])[C@:43]([OH:48])([C:44]([O:46][CH3:47])=[O:45])[C@@H:32]5[N:31]([CH3:55])[C:26]4=[CH:27][C:28]=3[O:29][CH3:30])[CH:39]=[CH:40][CH2:41][N:36]7[CH2:35][CH2:34]6)[C:8]3[NH:16][C:15]4[CH:14]=[CH:13][C:12]([Cl:17])=[CH:11][C:10]=4[C:9]=3[CH2:18][CH2:19]2)[CH2:4]1 |f:3.4,6.7.8.9.10.11.12.13.14.15.16|. Reported procedure: A mixture of iron(III) oxalate hexahydrate (52.6 mg, 0.109 mmol, 30 equiv) in H2O was cooled to 0° C. and air was bubbled through the mixture for 10 minutes. A solution of 10′-chloroanhydrovinblastine (18a, 3.0 mg, 0.0036 mmol, 1 equiv) in H2O (0.5 mL), aqueous 0.1 N HCl (0.5 mL), and CF3CH2OH (0.1 mL) was transferred by pipette to the mixture and NaBH4 (2.7 mg, 0.073 mmol, 20 equiv) in H2O (1 mL) was added to the mixture at 0° C. The resulting mixture was stirred for 30 minutes before being que... Starting materials: C(=O)([O-])[O-].[Cs+].[Cs+] (Cs2CO3), NS(=O)(=O)CCCC(=O)O (4-(aminosulfonyl)butanoic acid), C(C1=CC=CC=C1)Br (benzyl bromide). The solvent is C(Cl)Cl (DCM), CN(C)C=O (DMF). Conditions: time 1 hour. Yields the product NS(=O)(=O)CCCC(=O)OCC1=CC=CC=C1 (benzyl 4-(aminosulfonyl)butanoate). The yield is 27.0%. RXN SMILES: C([O-])([O-])=O.[Cs+].[Cs+].[NH2:7][S:8]([CH2:11][CH2:12][CH2:13][C:14]([OH:16])=[O:15])(=[O:10])=[O:9].[CH2:17](Br)[C:18]1[CH:23]=[CH:22][CH:21]=[CH:20][CH:19]=1>CN(C=O)C.C(Cl)Cl>[NH2:7][S:8]([CH2:11][CH2:12][CH2:13][C:14]([O:16][CH2:17][C:18]1[CH:23]=[CH:22][CH:21]=[CH:20][CH:19]=1)=[O:15])(=[O:10])=[O:9] |f:0.1.2|. Procedure details: Cs2CO3 (0.51 eq) was added to a solution of 4-(aminosulfonyl)butanoic acid (1 M) in DMF. After 1 h, benzyl bromide (1 eq) was introduced and the reaction left to stir overnight before diluting with DCM and filtering. The filtered liquor was concentrated in vacuo, the residue taken up in DCM and washed with saturated aqueous NaHCO3, water and brine, before being dried over Na2SO4, filtered and concentrated in vacuo. Trituration of the residue with Et2O afforded the title compound as a white solid...